From a dataset of the Open Reaction Database (ORD), a public repository of structured organic reaction records. describe an organic reaction: reactants, conditions, products, and yield Reactants: [N+](=O)([O-])C=1C=C(C=O)C=CC1 (3-nitrobenzaldehyde), C(C)(=O)O (acetic acid), N1CCCCC1 (piperidine), C(CC(=O)C)(=O)OCCBr (2-bromoethyl acetoacetate). Solvent: C(C)(C)O (isopropanol). The product is [N+](=O)([O-])C=1C=C(C=C(C(=O)OCCBr)C(=O)C)C=CC1 (2-Bromoethyl 2-(3-nitrobenzylidene)-acetoacetate). Reaction SMILES: [C:1]([O:7][CH2:8][CH2:9][Br:10])(=[O:6])[CH2:2][C:3]([CH3:5])=[O:4].[N+:11]([C:14]1[CH:15]=[C:16]([CH:19]=[CH:20][CH:21]=1)[CH:17]=O)([O-:13])=[O:12].C(O)(=O)C.N1CCCCC1>C(O)(C)C>[N+:11]([C:14]1[CH:15]=[C:16]([CH:19]=[CH:20][CH:21]=1)[CH:17]=[C:2]([C:3]([CH3:5])=[O:4])[C:1]([O:7][CH2:8][CH2:9][Br:10])=[O:6])([O-:13])=[O:12]. Reported procedure: 405 g of 2-bromoethyl acetoacetate are dissolved in 1500 ml of isopropanol. 293 g of 3-nitrobenzaldehyde, 4.6 g of acetic acid and 6.8 g of piperidine are added while stirring. The mixture is stirred at 40° C. until a clear solution has formed. The solution is allowed to cool slowly, seeded with a few crystals of the title compound and stirred at room temperature for 48 h and then cooled, and the product is filtered off under suction, washed with cold isopropanol and dried in vacuo at 50° C. 495...